Task: describe an organic reaction: reactants, conditions, products, and yield. Dataset: the Open Reaction Database (ORD), a public repository of structured organic reaction records The reactants are COCCN, COc1ccccc1COCCCOc1ccc(C2CCN(C(=O)OC(C)(C)C)CC2OCc2cccc(C(=O)Cl)c2)cc1. Product: COCCNC(=O)c1cccc(COC2CN(C(=O)OC(C)(C)C)CCC2c2ccc(OCCCOCc3ccccc3OC)cc2)c1. RXN SMILES: [CH3:45][O:46][CH2:47][CH2:48][NH2:49].[Cl:1][C:2](=[O:3])[c:4]1[cH:5][c:6]([CH2:7][O:8][CH:9]2[CH2:10][N:11]([C:35](=[O:36])[O:37][C:38]([CH3:39])([CH3:40])[CH3:41])[CH2:12][CH2:13][CH:14]2[c:15]2[cH:16][cH:17][c:18]([O:21][CH2:22][CH2:23][CH2:24][O:25][CH2:26][c:27]3[c:28]([O:33][CH3:34])[cH:29][cH:30][cH:31][cH:32]3)[cH:19][cH:20]2)[cH:42][cH:43][cH:44]1>>[C:2](=[O:3])([c:4]1[cH:5][c:6]([CH2:7][O:8][CH:9]2[CH2:10][N:11]([C:35](=[O:36])[O:37][C:38]([CH3:39])([CH3:40])[CH3:41])[CH2:12][CH2:13][CH:14]2[c:15]2[cH:16][cH:17][c:18]([O:21][CH2:22][CH2:23][CH2:24][O:25][CH2:26][c:27]3[c:28]([O:33][CH3:34])[cH:29][cH:30][cH:31][cH:32]3)[cH:19][cH:20]2)[cH:42][cH:43][cH:44]1)[NH:49][CH2:48][CH2:47][O:46][CH3:45]. Procedure: A suspension of 12.8 g (0.05 mol) of pentachloropyridine and 4.1 g (0.062 gram atom) of zinc dust in 120 ml of dimethylmethanephosphonate is heated with stirring to 80° C. There is then added dropwise within 15 minutes a solution of 13.76 g (0.075 mol) of the tetramethylammonium salt of methanephosphonic acid monomethyl ester in 30 ml of water. The mixture is subsequently filtered hot, the filter residue is washed with 30 ml of dimethylmethanephosphonate, and the filtrate is poured into 600 ml o... The reagents and catalysts are [Zn] (zinc). Reaction SMILES: [Cl:1][C:2]1[N:7]=[C:6]([Cl:8])[C:5]([Cl:9])=[C:4](Cl)[C:3]=1[Cl:11].C[N+](C)(C)C.COP(C)(=O)O>CC(C)P([O-])(=O)[O-].O.[Zn]>[Cl:8][C:6]1[C:5]([Cl:9])=[CH:4][C:3]([Cl:11])=[C:2]([Cl:1])[N:7]=1. Run in O (water), CC(P([O-])(=O)[O-])C (dimethylmethanephosphonate). Isolated yield 91.8%. Run at temperature 80 celsius. Reactants: C[N+](C)(C)C (tetramethylammonium), COP(O)(=O)C (methanephosphonic acid monomethyl ester), ClC1=C(C(=C(C(=N1)Cl)Cl)Cl)Cl (pentachloropyridine). Yields the product ClC1=NC(=C(C=C1Cl)Cl)Cl (2,3,5,6-tetrachloropyridine). Starting materials: C(C1=CC=CC=C1)(=O)Cl (benzoyl chloride), Cl (HCl), ClC1=CC(=C(/C=C/C(=O)OCC)C=C1)[N+]#[C-] (ethyl trans-4-chloro-2-isocyanocinnamate), C(CCC)[SnH](CCCC)CCCC (tributyltin hydride), CC(C)(C#N)N=NC(C)(C)C#N (AIBN). The reagents and catalysts are C=1C=CC(=CC1)[P](C=2C=CC=CC2)(C=3C=CC=CC3)[Pd]([P](C=4C=CC=CC4)(C=5C=CC=CC5)C=6C=CC=CC6)([P](C=7C=CC=CC7)(C=8C=CC=CC8)C=9C=CC=CC9)[P](C=1C=CC=CC1)(C=1C=CC=CC1)C=1C=CC=CC1 (tetrakis(triphenylphosphine)palladium). The solvent is C(C)#N (acetonitrile). Reaction conditions: temperature 100 celsius, time 1 hour. The product is C(C)OC(CC1=C(NC2=CC(=CC=C12)Cl)C(C1=CC=CC=C1)=O)=O (Ethyl(2-benzoyl-6-chloro-1H-indol-3-yl)acetate). Yield: 24.7%. Reaction SMILES: [Cl:1][C:2]1[CH:14]=[CH:13][C:5](/[CH:6]=[CH:7]/[C:8]([O:10][CH2:11][CH3:12])=[O:9])=[C:4]([N+:15]#[C-:16])[CH:3]=1.C([SnH](CCCC)CCCC)CCC.CC(N=NC(C#N)(C)C)(C#N)C.[C:42](Cl)(=[O:49])[C:43]1[CH:48]=[CH:47][CH:46]=[CH:45][CH:44]=1.Cl>C(#N)C.C1C=CC([P]([Pd]([P](C2C=CC=CC=2)(C2C=CC=CC=2)C2C=CC=CC=2)([P](C2C=CC=CC=2)(C2C=CC=CC=2)C2C=CC=CC=2)[P](C2C=CC=CC=2)(C2C=CC=CC=2)C2C=CC=CC=2)(C2C=CC=CC=2)C2C=CC=CC=2)=CC=1>[CH2:11]([O:10][C:8](=[O:9])[CH2:7][C:6]1[C:5]2[C:4](=[CH:3][C:2]([Cl:1])=[CH:14][CH:13]=2)[NH:15][C:16]=1[C:42](=[O:49])[C:43]1[CH:48]=[CH:47][CH:46]=[CH:45][CH:44]=1)[CH3:12] |^1:58,60,79,98|. Reported procedure: A mixture of ethyl trans-4-chloro-2-isocyanocinnamate (step 4, 1.2 g, 5.1 mmol), tributyltin hydride (1.6 g, 5.6 mmol) and AIBN (43 mg, 0.26 mmol) in acetonitrile (30 ml) was heated at 100° C. After 1 h, tetrakis(triphenylphosphine)palladium (580 mg, 0.50 mmol) and benzoyl chloride (0.65 ml, 5.6 mmol) were added and the mixture was heated for a further 17 h. The mixture was cooled and poured into 2N aqueous HCl (50 ml) and extracted with diethyl ether (80 ml×2). The combined organic extracts wer... The reactants are OS(=O)[O-].[Na+] (NaHSO3), BrBr (bromine), C(C)C1=C(C(=CC=C1)C)O (2-ethyl-6-methyl-phenol). The solvent is C(Cl)(Cl)Cl (chloroform), C(Cl)(Cl)Cl (chloroform). Run at time 2 hour. Product: BrC1=CC(=C(C(=C1)C)O)CC (4-bromo-2-ethyl-6-methyl-phenol). As a reaction SMILES: [Br:1]Br.[CH2:3]([C:5]1[CH:10]=[CH:9][CH:8]=[C:7]([CH3:11])[C:6]=1[OH:12])[CH3:4].OS([O-])=O.[Na+]>C(Cl)(Cl)Cl>[Br:1][C:9]1[CH:8]=[C:7]([CH3:11])[C:6]([OH:12])=[C:5]([CH2:3][CH3:4])[CH:10]=1 |f:2.3|. Procedure: At RT a solution of 12.7 mL (247 mmol) bromine in 10 mL chloroform was added dropwise to a solution of 33.6 g (247 mmol) 2-ethyl-6-methyl-phenol in 350 mL chloroform and the mixture was stirred for 2 h. The reaction mixture was combined with an aqueous NaHSO3 solution and stirred for 20 min. The phases were separated and the organic phase was washed with saturated NaCl solution, dried over Na2SO4 and evaporated down i.vac. Column chromatography (silica gel, Cyc/EtOAc 9:1) yielded the product. Starting materials: BrC=1C=C(N)C(=CC1Br)[N+](=O)[O-] (3,4-dibromo-6-nitroaniline). Reagents/catalysts: [Ni] (Raney nickel). Solvent: C(C)O (ethanol). Product: BrC1=CC(=C(C=C1Br)N)N (4,5-dibromo-o-phenylenediamine). As a reaction SMILES: [Br:1][C:2]1[CH:3]=[C:4]([C:6]([N+:10]([O-])=O)=[CH:7][C:8]=1[Br:9])[NH2:5]>C(O)C.[Ni]>[Br:1][C:2]1[C:8]([Br:9])=[CH:7][C:6]([NH2:10])=[C:4]([NH2:5])[CH:3]=1. Reported procedure: Following the procedure of Example 9, 5 g. of 3,4-dibromo-6-nitroaniline were reduced in anhydrous ethanol with Raney nickel to yield 4,5-dibromo-o-phenylenediamine which was not isolated but mixed immediately with 2.47 g. of 2-ketoglutaric acid. One hundred ml. of ethanol were added and the mixture heated to refluxing temperature for 3 hours. 3 gms. of β-(6,7-dibromo-3,4-dihydro-3-oxo-2-quinoxaline)propionic acid were obtained melting at 249°-250° C. The free acid was converted to the correspon...